Dataset: the Open Reaction Database (ORD), a public repository of structured organic reaction records. Task: describe an organic reaction: reactants, conditions, products, and yield Starting materials: Cc1oc2c(NC(=O)c3c(Cl)cccc3Cl)cccc2c1CNC(=O)OC(C)(C)C, O=C(O)C(F)(F)F. The product is Cc1oc2c(NC(=O)c3c(Cl)cccc3Cl)cccc2c1CN. As a reaction SMILES: [C:1]([O:2][C:3](=[O:4])[NH:8][CH2:9][c:10]1[c:11]2[c:12]([o:13][c:14]1[CH3:15])[c:16]([NH:20][C:21]([c:22]1[c:23]([Cl:29])[cH:24][cH:25][cH:26][c:27]1[Cl:28])=[O:30])[cH:17][cH:18][cH:19]2)([CH3:5])([CH3:6])[CH3:7].[OH:31][C:32]([C:33]([F:34])([F:35])[F:36])=[O:37]>>[NH2:8][CH2:9][c:10]1[c:11]2[c:12]([o:13][c:14]1[CH3:15])[c:16]([NH:20][C:21]([c:22]1[c:23]([Cl:29])[cH:24][cH:25][cH:26][c:27]1[Cl:28])=[O:30])[cH:17][cH:18][cH:19]2. The product is CC(C)(C)OC(=O)N1CCC(C=Cc2cc3cnccc3o2)CC1. RXN SMILES: [Br-:12].[C:42]([CH3:43])([CH3:44])([CH3:45])[O:46][C:47](=[O:48])[N:49]1[CH2:50][CH2:51][CH:52]([CH:55]=[O:56])[CH2:53][CH2:54]1.[CH2:57]1[O:58][CH2:59][CH2:60][CH2:61]1.[CH3:2][Si:3]([N-:4][Si:5]([CH3:6])([CH3:7])[CH3:8])([CH3:9])[CH3:10].[CH3:62][CH2:63][O:64][C:65]([CH3:66])=[O:67].[ClH:11].[Li+:1].[o:13]1[c:14]([CH2:22][P+:23]([c:24]2[cH:25][cH:26][cH:27][cH:28][cH:29]2)([c:30]2[cH:31][cH:32][cH:33][cH:34][cH:35]2)[c:36]2[cH:37][cH:38][cH:39][cH:40][cH:41]2)[cH:15][c:16]2[cH:17][n:18][cH:19][cH:20][c:21]12>>[o:13]1[c:14]([CH:22]=[CH:55][CH:52]2[CH2:51][CH2:50][N:49]([C:47]([O:46][C:42]([CH3:43])([CH3:44])[CH3:45])=[O:48])[CH2:54][CH2:53]2)[cH:15][c:16]2[cH:17][n:18][cH:19][cH:20][c:21]12. Reactants: [Br-], CC(C)(C)OC(=O)N1CCC(C=O)CC1, C1CCOC1, C[Si](C)(C)[N-][Si](C)(C)C, CCOC(C)=O, Cl, [Li+], c1ccc([P+](Cc2cc3cnccc3o2)(c2ccccc2)c2ccccc2)cc1. Reactants: O=C([O-])O, CC(C)C[Al+]CC(C)C, COC(=O)C1CCN(C)CC1, CCCCCC, [Cl-], [H-], [NH4+], [Na+]. Product: CN1CCC(C=O)CC1. RXN SMILES: [C:24](=[O:25])([OH:26])[O-:27].[CH2:13]([Al+:14][CH2:15][CH:16]([CH3:17])[CH3:18])[CH:19]([CH3:20])[CH3:21].[CH3:1][N:2]1[CH2:3][CH2:4][CH:5]([C:6](=[O:7])[O:8][CH3:9])[CH2:10][CH2:11]1.[CH3:29][CH2:30][CH2:31][CH2:32][CH2:33][CH3:34].[Cl-:22].[H-:12].[NH4+:23].[Na+:28]>>[CH3:1][N:2]1[CH2:3][CH2:4][CH:5]([CH:6]=[O:7])[CH2:10][CH2:11]1. Reactants: NC1[C@@H]2N(C(=C(CS2)COC(N)=O)C(=O)O)C1=O (7-amino-3-carbamoyloxymethyl-3-cephem-4-carboxylic acid), C[Si](C)(C)CC(=O)N (trimethylsilylacetamide), C([O-])(O)=O.[Na+] (sodium bicarbonate), CON=C(C(=O)O)C1=NSC(=N1)N (2-methoxyimino-2-(5-amino-1,2,4-thiadiazol-3-yl)acetic acid), P(=O)(Cl)(Cl)Cl (phosphorus oxychloride). The solvent is C(Cl)Cl (methylene chloride), CN(C=O)C (N,N-dimethylformamide), C(Cl)Cl (methylene chloride). Reaction conditions: time 2 hour. Product: CON=C(C(=O)NC1[C@@H]2N(C(=C(CS2)COC(N)=O)C(=O)O)C1=O)C1=NSC(=N1)N (7-[2-Methoxyimino-2-(5-amino-1,2,4-thiadiazol-3-yl)acetamido]-3-carbamoyloxymethyl-3-cephem-4-carboxylic acid). Isolated yield 52.5%. RXN SMILES: [CH3:1][O:2][N:3]=[C:4]([C:8]1[N:12]=[C:11]([NH2:13])[S:10][N:9]=1)[C:5]([OH:7])=O.P(Cl)(Cl)(Cl)=O.[NH2:19][CH:20]1[C:35](=[O:36])[N:22]2[C:23]([C:32]([OH:34])=[O:33])=[C:24]([CH2:27][O:28][C:29](=[O:31])[NH2:30])[CH2:25][S:26][C@H:21]12.C[Si](CC(N)=O)(C)C.C(=O)(O)[O-].[Na+]>C(Cl)Cl.CN(C)C=O>[CH3:1][O:2][N:3]=[C:4]([C:8]1[N:12]=[C:11]([NH2:13])[S:10][N:9]=1)[C:5]([NH:19][CH:20]1[C:35](=[O:36])[N:22]2[C:23]([C:32]([OH:34])=[O:33])=[C:24]([CH2:27][O:28][C:29](=[O:31])[NH2:30])[CH2:25][S:26][C@H:21]12)=[O:7] |f:4.5|. Procedure details: A mixture of 2-methoxyimino-2-(5-amino-1,2,4-thiadiazol-3-yl)acetic acid (syn isomer)(1.01 g) and phosphorus oxychloride (3.06 g) in methylene chloride (25 ml) was stirred for 2 hours at ambient temperature, cooled to 0° C. and thereto was added N,N-dimethylformamide (2.0 ml), followed by stirring for an additional 45 minutes at 0° C. A mixture of 7-amino-3-carbamoyloxymethyl-3-cephem-4-carboxylic acid (4.9 g) and trimethylsilylacetamide (11 g) in methylene chloride (100 ml) was warmed to make a... Reactants: COC(=O)c1ccccc1CBr, CCOC(C)=O, Cc1ccccc1, CCCCCC, NCCCc1ccc(C(F)(F)F)cc1, [K+], [K+], O=C([O-])[O-]. The product is O=C1c2ccccc2CN1CCCc1ccc(C(F)(F)F)cc1. As a reaction SMILES: [CH3:1][O:2][C:3]([c:4]1[c:5]([CH2:10][Br:11])[cH:6][cH:7][cH:8][cH:9]1)=[O:12].[CH3:33][CH2:34][O:35][C:36](=[O:37])[CH3:38].[CH3:39][c:40]1[cH:41][cH:42][cH:43][cH:44][cH:45]1.[CH3:46][CH2:47][CH2:48][CH2:49][CH2:50][CH3:51].[F:13][C:14]([c:15]1[cH:16][cH:17][c:18]([CH2:21][CH2:22][CH2:23][NH2:24])[cH:19][cH:20]1)([F:25])[F:26].[K+:27].[K+:28].[O-:29][C:30]([O-:31])=[O:32]>>[C:3]1(=[O:12])[c:4]2[c:5]([cH:6][cH:7][cH:8][cH:9]2)[CH2:10][N:24]1[CH2:23][CH2:22][CH2:21][c:18]1[cH:17][cH:16][c:15]([C:14]([F:13])([F:25])[F:26])[cH:20][cH:19]1. The product is CCOC(=O)Cc1cc(Cl)cc(C(=O)c2ccccc2)c1N. The reactants are CCI, Cc1oc(C)c(C)c1C, Nc1c(CC(=O)O)cc(Cl)cc1C(=O)c1ccccc1, [Na], O. As a reaction SMILES: [CH2:22]([CH3:23])[I:24].[CH3:26][c:27]1[o:28][c:29]([CH3:30])[c:31]([CH3:32])[c:33]1[CH3:34].[NH2:1][c:2]1[c:3]([CH2:17][C:18](=[O:19])[OH:20])[cH:4][c:5]([Cl:16])[cH:6][c:7]1[C:8]([c:9]1[cH:10][cH:11][cH:12][cH:13][cH:14]1)=[O:15].[Na:21].[OH2:25]>>[NH2:1][c:2]1[c:3]([CH2:17][C:18]([O:19][CH2:22][CH3:23])=[O:20])[cH:4][c:5]([Cl:16])[cH:6][c:7]1[C:8]([c:9]1[cH:10][cH:11][cH:12][cH:13][cH:14]1)=[O:15]. Starting materials: BrC1=CC=C(C=C1)C(=O)C1=CC=C(C=C1)O ((4-Bromophenyl)(4-hydroxyphenyl)methanone), C1(CCCCC1)=O (cyclohexanone). Reagents/catalysts: [Zn] (zinc), Cl[Ti](Cl)(Cl)Cl (TiCl4). Solvent: O1CCCC1 (tetrahydrofuran), C1CCOC1 (THF). Reaction conditions: time 2 hour. The product is BrC1=CC=C(C=C1)C(C1=CC=C(C=C1)O)=C1CCCCC1 (4-[(4-Bromophenyl)(cyclohexylidene)methyl]phenol). Isolated yield 94.4%. As a reaction SMILES: [Br:1][C:2]1[CH:7]=[CH:6][C:5]([C:8]([C:10]2[CH:15]=[CH:14][C:13]([OH:16])=[CH:12][CH:11]=2)=O)=[CH:4][CH:3]=1.[C:17]1(=O)[CH2:22][CH2:21][CH2:20][CH2:19][CH2:18]1>O1CCCC1.[Zn].Cl[Ti](Cl)(Cl)Cl>[Br:1][C:2]1[CH:7]=[CH:6][C:5]([C:8](=[C:17]2[CH2:22][CH2:21][CH2:20][CH2:19][CH2:18]2)[C:10]2[CH:15]=[CH:14][C:13]([OH:16])=[CH:12][CH:11]=2)=[CH:4][CH:3]=1. Reported procedure: To a 3-neck round-bottomed flask were added zinc powder (1.96 g, 30 mmol) followed by anhydrous THF (40 mL). To the stirred suspension was slowly added, via syringe, TiCl4 (1.6 mL, 2.77 g, 14.6 mmol) at room temperature. The reaction mixture was heated at reflux with stirring under a nitrogen atmosphere for 2 h. To the refluxing reaction mixture was added a solution of (4-bromophenyl)(4-hydroxyphenyl)methanone (2) (1.1 g, 3.61 mmol) and cyclohexanone (1.1 mL, 1.04 g, 10.6 mmol) in anhydrous tetr... The reactants are CCN, O=[N+]([O-])c1cnccc1Cl. The product is CCNc1ccncc1[N+](=O)[O-]. RXN SMILES: [CH3:11][CH2:12][NH2:13].[Cl:1][c:2]1[c:3]([N+:8](=[O:9])[O-:10])[cH:4][n:5][cH:6][cH:7]1>>[c:2]1([NH:13][CH2:12][CH3:11])[c:3]([N+:8](=[O:9])[O-:10])[cH:4][n:5][cH:6][cH:7]1. Starting materials: COC1=CC=C(C=N1)C1=NN(C=C1C=1C=CC=2N(C1)C(=CN2)C2=NC=CC=C2)C(C2=CC=CC=C2)(C2=CC=CC=C2)C2=CC=CC=C2 (6-[3-(6-methoxypyridin-3-yl)-1-trityl-1H-pyrazol-4-yl]-3-(pyridin-2-yl)imidazo[1,2-a]pyridine), Cl (hydrochloric acid). Solvent: C(C)O (ethanol). Product: Cl.Cl.Cl.N1=C(C=CC=C1)C1=CN=C2N1C=C(C=C2)C=2C(=NNC2)C=2C=CC(NC2)=O (5-[4-(3-Pyridin-2-ylimidazo[1,2-a]pyridin-6-yl)-1H-pyrazol-3-yl]-1H-pyridin-2-one trihydrochloride). As a reaction SMILES: C[O:2][C:3]1[N:8]=[CH:7][C:6]([C:9]2[C:13]([C:14]3[CH:15]=[CH:16][C:17]4[N:18]([C:20]([C:23]5[CH:28]=[CH:27][CH:26]=[CH:25][N:24]=5)=[CH:21][N:22]=4)[CH:19]=3)=[CH:12][N:11](C(C3C=CC=CC=3)(C3C=CC=CC=3)C3C=CC=CC=3)[N:10]=2)=[CH:5][CH:4]=1.[ClH:48]>C(O)C>[ClH:48].[ClH:48].[ClH:48].[N:24]1[CH:25]=[CH:26][CH:27]=[CH:28][C:23]=1[C:20]1[N:18]2[CH:19]=[C:14]([C:13]3[C:9]([C:6]4[CH:5]=[CH:4][C:3](=[O:2])[NH:8][CH:7]=4)=[N:10][NH:11][CH:12]=3)[CH:15]=[CH:16][C:17]2=[N:22][CH:21]=1 |f:3.4.5.6|. Procedure: A mixture of 126 mg 6-[3-(6-methoxypyridin-3-yl)-1-trityl-1H-pyrazol-4-yl]-3-(pyridin-2-yl)imidazo[1,2-a]pyridine (compound in Example 363), 5 mL of 5 N hydrochloric acid and 5 mL ethanol was heated overnight under reflux. The reaction solution was evaporated, and the residue was subjected to azeotropic distillation with toluene. The residue was triturated with methanol and ethyl acetate. The crystals were collected by filtration and then dried under reduced pressure with a vacuum pump, to give ... The reactants are O=C([O-])[O-], C=CCBr, CCOC(C)=O, O=C1NC(Cc2cc(F)cc(F)c2)C(C2Cc3cccc(O)c3CN2C(c2ccccc2)c2ccccc2)O1, [K+], [K+], CN(C)C=O. Yields the product C=CCOc1cccc2c1CN(C(c1ccccc1)c1ccccc1)C(C1OC(=O)NC1Cc1cc(F)cc(F)c1)C2. RXN SMILES: [C:40](=[O:41])([O-:42])[O-:43].[CH2:46]([CH:47]=[CH2:48])[Br:49].[CH3:50][CH2:51][O:52][C:53](=[O:54])[CH3:55].[F:1][c:2]1[cH:3][c:4]([CH2:5][CH:6]2[NH:7][C:8](=[O:35])[O:9][CH:10]2[CH:11]2[N:12]([CH:22]([c:23]3[cH:24][cH:25][cH:26][cH:27][cH:28]3)[c:29]3[cH:30][cH:31][cH:32][cH:33][cH:34]3)[CH2:13][c:14]3[c:15]([OH:21])[cH:16][cH:17][cH:18][c:19]3[CH2:20]2)[cH:36][c:37]([F:39])[cH:38]1.[K+:44].[K+:45].[O:56]=[CH:57][N:58]([CH3:59])[CH3:60]>>[F:1][c:2]1[cH:3][c:4]([CH2:5][CH:6]2[NH:7][C:8](=[O:35])[O:9][CH:10]2[CH:11]2[N:12]([CH:22]([c:23]3[cH:24][cH:25][cH:26][cH:27][cH:28]3)[c:29]3[cH:30][cH:31][cH:32][cH:33][cH:34]3)[CH2:13][c:14]3[c:15]([O:21][CH2:48][CH:47]=[CH2:46])[cH:16][cH:17][cH:18][c:19]3[CH2:20]2)[cH:36][c:37]([F:39])[cH:38]1.